describe an organic reaction: reactants, conditions, products, and yield From a dataset of the Open Reaction Database (ORD), a public repository of structured organic reaction records. Reaction SMILES: [CH2:1]([CH3:2])[O:3][C:4]([c:5]1[c:6]([O:12][CH2:13][CH3:14])[cH:7][c:8]([Cl:11])[cH:9][cH:10]1)=[O:15].[CH3:19][CH2:20][OH:21].[ClH:18].[K+:17].[OH-:16]>>[O:3]=[C:4]([c:5]1[c:6]([O:12][CH2:13][CH3:14])[cH:7][c:8]([Cl:11])[cH:9][cH:10]1)[OH:15]. Starting materials: CCOC(=O)c1ccc(Cl)cc1OCC, CCO, Cl, [K+], [OH-]. Product: CCOc1cc(Cl)ccc1C(=O)O.